From a dataset of the Open Reaction Database (ORD), a public repository of structured organic reaction records. describe an organic reaction: reactants, conditions, products, and yield Reactants: N1N=CC2=CC=C(C=C12)N (1H-indazol-6-ylamine), C(C)(C)(C)C1=CC=C(C=C1)S(=O)(=O)Cl (4-tert-butyl-benzenesulfonyl chloride). The product is C(C)(C)(C)C1=CC=C(C=C1)S(=O)(=O)NC1=CC=C2C=NNC2=C1 (4-tert-Butyl-N-(1H-indazol-6-yl)-benzenesulfonamide). Reaction SMILES: [NH:1]1[C:9]2[C:4](=[CH:5][CH:6]=[C:7]([NH2:10])[CH:8]=2)[CH:3]=[N:2]1.[C:11]([C:15]1[CH:20]=[CH:19][C:18]([S:21](Cl)(=[O:23])=[O:22])=[CH:17][CH:16]=1)([CH3:14])([CH3:13])[CH3:12]>>[C:11]([C:15]1[CH:20]=[CH:19][C:18]([S:21]([NH:10][C:7]2[CH:8]=[C:9]3[C:4]([CH:3]=[N:2][NH:1]3)=[CH:5][CH:6]=2)(=[O:23])=[O:22])=[CH:17][CH:16]=1)([CH3:14])([CH3:12])[CH3:13]. Procedure details: prepared by reaction of 1H-indazol-6-ylamine with 4-tert-butyl-benzenesulfonyl chloride